This data is from the Open Reaction Database (ORD), a public repository of structured organic reaction records. The task is: describe an organic reaction: reactants, conditions, products, and yield The reactants are CO, COC(=O)c1cnc(Cl)c(OC)c1, Cl, [Na+], [OH-]. The product is COc1cc(C(=O)O)cnc1Cl. As a reaction SMILES: [CH3:17][OH:18].[CH3:1][O:2][C:3]([c:4]1[cH:5][n:6][c:7]([Cl:12])[c:8]([O:10][CH3:11])[cH:9]1)=[O:13].[ClH:16].[Na+:15].[OH-:14]>>[O:2]=[C:3]([c:4]1[cH:5][n:6][c:7]([Cl:12])[c:8]([O:10][CH3:11])[cH:9]1)[OH:13]. Starting materials: CS(=O)(=O)CCNC1CCN(c2cnc3ccc(Br)cc3n2)CC1, O=C([O-])[O-], C1COCCO1, CC1(C)OB(c2cncc(NS(=O)(=O)c3ccccc3)c2)OC1(C)C, [K+], [K+]. The product is CS(=O)(=O)CCNC1CCN(c2cnc3ccc(-c4cncc(NS(=O)(=O)c5ccccc5)c4)cc3n2)CC1. As a reaction SMILES: [Br:1][c:2]1[cH:3][cH:4][c:5]2[n:6][cH:7][c:8]([N:12]3[CH2:13][CH2:14][CH:15]([NH:18][CH2:19][CH2:20][S:21](=[O:22])(=[O:23])[CH3:24])[CH2:16][CH2:17]3)[n:9][c:10]2[cH:11]1.[C:50](=[O:51])([O-:52])[O-:53].[CH2:56]1[O:57][CH2:58][CH2:59][O:60][CH2:61]1.[CH3:25][C:26]1([CH3:27])[C:28]([CH3:29])([CH3:30])[O:31][B:32]([c:33]2[cH:34][c:35]([NH:39][S:40](=[O:41])(=[O:42])[c:43]3[cH:44][cH:45][cH:46][cH:47][cH:48]3)[cH:36][n:37][cH:38]2)[O:49]1.[K+:54].[K+:55]>>[c:2]1(-[c:33]2[cH:34][c:35]([NH:39][S:40](=[O:41])(=[O:42])[c:43]3[cH:44][cH:45][cH:46][cH:47][cH:48]3)[cH:36][n:37][cH:38]2)[cH:3][cH:4][c:5]2[n:6][cH:7][c:8]([N:12]3[CH2:13][CH2:14][CH:15]([NH:18][CH2:19][CH2:20][S:21](=[O:22])(=[O:23])[CH3:24])[CH2:16][CH2:17]3)[n:9][c:10]2[cH:11]1. Reactants: O=C([O-])[O-], C1COCCN1, CC#N, [K+], [K+], O, CS(=O)(=O)OC1CN(C(c2ccccc2)c2ccccc2)C1. Yields the product c1ccc(C(c2ccccc2)N2CC(N3CCOCC3)C2)cc1. As a reaction SMILES: [C:23](=[O:24])([O-:25])[O-:26].[CH2:29]1[CH2:30][O:31][CH2:32][CH2:33][NH:34]1.[CH3:36][C:37]#[N:38].[K+:27].[K+:28].[OH2:35].[c:1]1([CH:7]([N:8]2[CH2:9][CH:10]([O:12][S:13]([CH3:14])(=[O:15])=[O:16])[CH2:11]2)[c:17]2[cH:18][cH:19][cH:20][cH:21][cH:22]2)[cH:2][cH:3][cH:4][cH:5][cH:6]1>>[c:1]1([CH:7]([N:8]2[CH2:9][CH:10]([N:34]3[CH2:29][CH2:30][O:31][CH2:32][CH2:33]3)[CH2:11]2)[c:17]2[cH:18][cH:19][cH:20][cH:21][cH:22]2)[cH:2][cH:3][cH:4][cH:5][cH:6]1. Starting materials: ClC1=NC(=CC(=N1)C1=CC(=C(C=C1)Cl)Cl)C(F)(F)F (2-chloro-4-(3,4-dichloro-phenyl)-6-trifluoromethyl-pyrimidine), BrC=1N=CNC1 (4-bromo-imidazole). The product is BrC=1N=CN(C1)C1=NC(=CC(=N1)C1=CC(=C(C=C1)Cl)Cl)C(F)(F)F (2-(4-Bromo-imidazol-1-yl)-4-(3,4-dichloro-phenyl)-6-trifluoromethyl-pyrimidine), solid. Isolated yield 57.0%. RXN SMILES: Cl[C:2]1[N:7]=[C:6]([C:8]2[CH:13]=[CH:12][C:11]([Cl:14])=[C:10]([Cl:15])[CH:9]=2)[CH:5]=[C:4]([C:16]([F:19])([F:18])[F:17])[N:3]=1.[Br:20][C:21]1[N:22]=[CH:23][NH:24][CH:25]=1>>[Br:20][C:21]1[N:22]=[CH:23][N:24]([C:2]2[N:7]=[C:6]([C:8]3[CH:13]=[CH:12][C:11]([Cl:14])=[C:10]([Cl:15])[CH:9]=3)[CH:5]=[C:4]([C:16]([F:19])([F:18])[F:17])[N:3]=2)[CH:25]=1. Reported procedure: The title compound was prepared from 2-chloro-4-(3,4-dichloro-phenyl)-6-trifluoromethyl-pyrimidine (example A.7) (0.50 g, 1.53 mmol) and commercially available 4-bromo-imidazole (0.34 g, 2.31 mmol) according to the general procedure IVb. Obtained as a white solid (0.38 g, 57%). MS (ISP) 439.0 [(M+H)+]; mp 225.5° C. The reactants are O=C1NC2=C(C=CC=C2C1SC)OC1=C(C=CC=C1)N (2-oxo-3-methylthio-7-(2-aminophenoxy)indoline). The reagents and catalysts are [Ni] (Raney nickel). The solvent is O1CCOCC1 (dioxane). Yields the product O=C1NC2=C(C=CC=C2C1)OC1=C(C=CC=C1)N (2-oxo-7-(2-aminophenoxy)indoline). RXN SMILES: [O:1]=[C:2]1[CH:10](SC)[C:9]2[C:4](=[C:5]([O:13][C:14]3[CH:19]=[CH:18][CH:17]=[CH:16][C:15]=3[NH2:20])[CH:6]=[CH:7][CH:8]=2)[NH:3]1>[Ni].O1CCOCC1>[O:1]=[C:2]1[CH2:10][C:9]2[C:4](=[C:5]([O:13][C:14]3[CH:19]=[CH:18][CH:17]=[CH:16][C:15]=3[NH2:20])[CH:6]=[CH:7][CH:8]=2)[NH:3]1. Procedure: A mixture of 2-oxo-3-methylthio-7-(2-aminophenoxy)indoline (4.5 g.), Raney nickel (W-2 type)(9 ml.) and dioxane (50 ml.) was treated in a similar manner to that of the Preparation 15-(2) to give the captioned compound (3.5 g.) mp 210° to 212° C. The reactants are CN(CCC(=O)C1=C(NC2=CC=CC=C12)C=1C(=NOC1C)CC)C (3-dimethylamino-1-[2-(3-ethyl-5-methyl-4-isoxazolyl)-1H-indol-3-yl]-1-propanone), [H-].[Al+3].[Li+].[H-].[H-].[H-] (lithium aluminum hydride). Run in O1CCCC1 (tetrahydrofuran), O1CCCC1 (tetrahydrofuran). Yields the product C(C)C1=NOC(=C1C=1NC2=CC=CC=C2C1CCCN(C)C)C (2-(3-ethyl-5-methyl-4-isoxazolyl)-3-(3-dimethylaminopropyl)-indole). RXN SMILES: [CH3:1][N:2]([CH3:24])[CH2:3][CH2:4][C:5]([C:7]1[C:15]2[C:10](=[CH:11][CH:12]=[CH:13][CH:14]=2)[NH:9][C:8]=1[C:16]1[C:17]([CH2:22][CH3:23])=[N:18][O:19][C:20]=1[CH3:21])=O.[H-].[Al+3].[Li+].[H-].[H-].[H-]>O1CCCC1>[CH2:22]([C:17]1[C:16]([C:8]2[NH:9][C:10]3[C:15]([C:7]=2[CH2:5][CH2:4][CH2:3][N:2]([CH3:1])[CH3:24])=[CH:14][CH:13]=[CH:12][CH:11]=3)=[C:20]([CH3:21])[O:19][N:18]=1)[CH3:23] |f:1.2.3.4.5.6|. Reported procedure: A mixture of 5.0 grams (0.015 mole) of 3-dimethylamino-1-[2-(3-ethyl-5-methyl-4-isoxazolyl)-1H-indol-3-yl]-1-propanone in 120 milliliters of tetrahydrofuran is added dropwise to a refluxing mixture of 2.0 grams of lithium aluminum hydride (0.053 mole) and 200 ml. of tetrahydrofuran under nitrogen. The combined mixture is refluxed for one hour, cooled in an ice bath and quenched by the cautious addition of 7 milliliters of water. The mixture is then filtered through celite and the solvent evapora...